This data is from the Open Reaction Database (ORD), a public repository of structured organic reaction records. The task is: describe an organic reaction: reactants, conditions, products, and yield As a reaction SMILES: [NH2:1][C:2]1[CH:3]=[C:4]2[C:9](=[CH:10][CH:11]=1)[N:8]=[C:7]([CH3:12])[CH:6]=[CH:5]2.[C:13](OC(=O)C)(=[O:15])[CH3:14]>N1C=CC=CC=1>[CH3:12][C:7]1[CH:6]=[CH:5][C:4]2[C:9](=[CH:10][CH:11]=[C:2]([NH:1][C:13](=[O:15])[CH3:14])[CH:3]=2)[N:8]=1. Reaction conditions: time 3 hour. Yield: 92.9%. Product: CC1=NC2=CC=C(C=C2C=C1)NC(C)=O (N-(2-methyl-6-quinolinyl)acetamide). Reported procedure: 6-amino-2-methylquinoline (1.02 g, 6.45 mmol) was dissolved in pyridine (30 ml), acetic anhydride (0.913 ml, 9.67 mmol) was added thereto, and the mixture was stirred at room temperature for 3 hours. The solvent was distilled off under reduced pressure, and diisopropyl ether was added thereto for crystallization, to obtain N-(2-methyl-6-quinolinyl)acetamide (1.20 g) as white powders. Run in N1=CC=CC=C1 (pyridine). Reactants: NC=1C=C2C=CC(=NC2=CC1)C (6-amino-2-methylquinoline), C(C)(=O)OC(C)=O (acetic anhydride). Starting materials: CCOC(=O)c1cncc2c(COc3cc(NC(=O)c4cccc(Cl)c4)ccc3C)csc12, CS(C)=O, NCCO. Yields the product Cc1ccc(NC(=O)c2cccc(Cl)c2)cc1OCc1csc2c(C(=O)NCCO)cncc12. RXN SMILES: [CH2:1]([O:2][C:4](=[O:5])[c:6]1[c:7]2[c:8]([cH:9][n:10][cH:11]1)[c:12]([CH2:15][O:16][c:17]1[c:18]([CH3:33])[cH:19][cH:20][c:21]([NH:23][C:24]([c:25]3[cH:26][c:27]([Cl:31])[cH:28][cH:29][cH:30]3)=[O:32])[cH:22]1)[cH:13][s:14]2)[CH3:3].[CH3:38][S:39]([CH3:40])=[O:41].[NH2:34][CH2:35][CH2:36][OH:37]>>[C:4](=[O:5])([c:6]1[c:7]2[c:8]([cH:9][n:10][cH:11]1)[c:12]([CH2:15][O:16][c:17]1[c:18]([CH3:33])[cH:19][cH:20][c:21]([NH:23][C:24]([c:25]3[cH:26][c:27]([Cl:31])[cH:28][cH:29][cH:30]3)=[O:32])[cH:22]1)[cH:13][s:14]2)[NH:34][CH2:35][CH2:36][OH:37].